This data is from the Open Reaction Database (ORD), a public repository of structured organic reaction records. The task is: describe an organic reaction: reactants, conditions, products, and yield Reactants: CC([C@@H](C(=O)OC)N1C(C2=CC(=CC=C2C1)C1=CC=C(C=C1)NC(=O)C=1SC(=CN1)C1=CC=CC=C1)=O)C ((S)-Methyl 3-methyl-2-(1-oxo-6-(4-(5-phenylthiazole-2-carboxamido)phenyl)isoindolin-2-yl)butanoate), NC1=CC=C(C=C1)C1=CC=C2CN(C(C2=C1)=O)[C@H](C(=O)OC)C(C)C ((S)-Methyl 2-(6-(4-aminophenyl)-1-oxoisoindolin-2-yl)-3-methylbutanoate), O1C=NC=C1C1=CC=C(C(=O)OC)C=C1 (methyl 4-(oxazol-5-yl)benzoate). Yields the product CC([C@@H](C(=O)OC)N1C(C2=CC(=CC=C2C1)C1=CC=C(C=C1)NC(C1=CC=C(C=C1)C1=CN=CO1)=O)=O)C ((S)-Methyl 3-methyl-2-(6-(4-(4-(oxazol-5-yl)benzamido)phenyl)-1-oxoisoindolin-2-yl)butanoate). The yield is 58.0%. As a reaction SMILES: [CH3:1][CH:2]([CH3:38])[C@H:3]([N:8]1[CH2:16][C:15]2[C:10](=[CH:11][C:12]([C:17]3[CH:22]=[CH:21][C:20]([NH:23][C:24](C4SC(C5C=CC=CC=5)=CN=4)=[O:25])=[CH:19][CH:18]=3)=[CH:13][CH:14]=2)[C:9]1=[O:37])[C:4]([O:6][CH3:7])=[O:5].NC1C=CC(C2C=C3C(CN([C@@H](C(C)C)C(OC)=O)C3=O)=CC=2)=CC=1.[O:64]1[C:68]([C:69]2[CH:78]=[CH:77][C:72](C(OC)=O)=[CH:71][CH:70]=2)=[CH:67][N:66]=[CH:65]1>>[CH3:38][CH:2]([CH3:1])[C@H:3]([N:8]1[CH2:16][C:15]2[C:10](=[CH:11][C:12]([C:17]3[CH:18]=[CH:19][C:20]([NH:23][C:24](=[O:25])[C:72]4[CH:71]=[CH:70][C:69]([C:68]5[O:64][CH:65]=[N:66][CH:67]=5)=[CH:78][CH:77]=4)=[CH:21][CH:22]=3)=[CH:13][CH:14]=2)[C:9]1=[O:37])[C:4]([O:6][CH3:7])=[O:5]. Reported procedure: The compound of example 621 was prepared analogous to the compound of example 611 by reaction of compound of example 6 with commercially available methyl 4-(oxazol-5-yl)benzoate (Ryan Scientific, USA). Product: ClC1=C(C=CC=C1)C=1C(NC(C1C1=CN(C2=NC=CC=C21)CCCN(C)C)=O)=O (3-(2-chlorophenyl)-4-[1-[3-(dimethylamino)propyl]-1H-pyrrolo[2,3-b]pyridin-3-yl]-1H-pyrrole-2,5-dione). As a reaction SMILES: [Cl:1][C:2]1[CH:7]=[CH:6][CH:5]=[CH:4][C:3]=1[C:8]1[C:9](=[O:27])[NH:10][C:11](=[O:26])[C:12]=1[C:13]1[C:21]2[C:16](=[N:17][CH:18]=[CH:19][CH:20]=2)[N:15]([CH2:22][CH2:23][CH2:24]O)[CH:14]=1.[N:28]1[CH:33]=CC=C[CH:29]=1.CS(OS(C)(=O)=O)(=O)=O.CNC>C1COCC1>[Cl:1][C:2]1[CH:7]=[CH:6][CH:5]=[CH:4][C:3]=1[C:8]1[C:9](=[O:27])[NH:10][C:11](=[O:26])[C:12]=1[C:13]1[C:21]2[C:16](=[N:17][CH:18]=[CH:19][CH:20]=2)[N:15]([CH2:22][CH2:23][CH2:24][N:28]([CH3:33])[CH3:29])[CH:14]=1. The yield is 31.1%. Run at time 15 minute. The solvent is C1CCOC1 (THF), C1CCOC1 (THF). Starting materials: ClC1=C(C=CC=C1)C=1C(NC(C1C1=CN(C2=NC=CC=C21)CCCO)=O)=O (3-(2-chlorophenyl)-4-[1-(3-hydroxypropyl)-1H-pyrrolo[2,3-b]pyridin-3-yl]-1H-pyrrole-2,5-dione), N1=CC=CC=C1 (pyridine), Compound 2a, crude product, solution, CNC (dimethylamine), CS(=O)(=O)OS(=O)(=O)C (methanesulfonic anhydride). Procedure details: To a solution of Compound 1 (45 mg, 0.118 mmol) in THF (5 mL) was added pyridine (41 mg, 0.5 mmol). The mixture was stirred at room temperature for 15 min and then methanesulfonic anhydride (65 mg, 0.37 mmol) was added and the mixture was heated to 50° C. for 2 h. TLC and mass spectra showed the formation of Compound 2a. To the crude product was added excess 1.0 M solution of dimethylamine in THF (1 mL). The mixture was heated from 50 to 65° C. overnight. The solvent was concentrated in vacuo. T... Reactants: C1(=CC=CC=C1)C(N1C=NC2=C1C=CC(=C2)C(=O)OC)(C2=CC=CC=C2)C2=CC=CC=C2 (methyl N-triphenylmethyl-5-benzimidazolecarboxylate), Cl.ClC=1C=C2C=CC(=CC2=CC1)S(=O)(=O)N1CCNCC1 (1-[(6-chloronaphthalen-2-yl)sulfonyl]piperazine hydrochloride), raw materials. The product is Cl.N1=CNC2=C1C=CC(=C2)C(=O)N2CCN(CC2)S(=O)(=O)C2=CC1=CC=C(C=C1C=C2)Cl (1-[(Benzimidazol-5-yl)carbonyl]-4-[(6-chloronaphthalen-2-yl)sulfonyl]piperazine hydrochloride). RXN SMILES: C1(C(C2C=CC=CC=2)(C2C=CC=CC=2)[N:8]2[C:12]3[CH:13]=[CH:14][C:15]([C:17]([O:19]C)=O)=[CH:16][C:11]=3[N:10]=[CH:9]2)C=CC=CC=1.Cl.[Cl:34][C:35]1[CH:36]=[C:37]2[C:42](=[CH:43][CH:44]=1)[CH:41]=[C:40]([S:45]([N:48]1[CH2:53][CH2:52][NH:51][CH2:50][CH2:49]1)(=[O:47])=[O:46])[CH:39]=[CH:38]2>>[ClH:34].[N:8]1[C:12]2[CH:13]=[CH:14][C:15]([C:17]([N:51]3[CH2:50][CH2:49][N:48]([S:45]([C:40]4[CH:39]=[CH:38][C:37]5[C:42](=[CH:43][CH:44]=[C:35]([Cl:34])[CH:36]=5)[CH:41]=4)(=[O:47])=[O:46])[CH2:53][CH2:52]3)=[O:19])=[CH:16][C:11]=2[NH:10][CH:9]=1 |f:1.2,3.4|. Procedure: In a similar manner to Example 3, 4 or 10 except for the use of methyl N-triphenylmethyl-5-benzimidazolecarboxylate and 1-[(6-chloronaphthalen-2-yl)sulfonyl]piperazine hydrochloride as the raw materials, the reaction was conducted, whereby the title compound was obtained. The reactants are CC(=C)C(=C)C (2,3-dimethyl-1,3-butadiene), C1(=CC=CC=C1)O (phenol), P(O)(O)(O)=O (phosphoric acid), O (water). The reagents and catalysts are C1=CC=CC=2SC3=CC=CC=C3NC12 (phenothiazine). The solvent is C=1(C(=CC=CC1)C)C (xylene). Run at time 8 hour. Yields the product CC1CC2=CC=C(C=C2C1(C)C)O (2,3,3-trimethyl-5-hydroxy-indane). Isolated yield 40.9%. RXN SMILES: [CH3:1][C:2]([C:4]([CH3:6])=[CH2:5])=[CH2:3].[C:7]1([OH:13])[CH:12]=[CH:11][CH:10]=[CH:9][CH:8]=1.P(=O)(O)(O)O.O>C1(C)C(C)=CC=CC=1.C1C2NC3C(=CC=CC=3)SC=2C=CC=1>[CH3:1][CH:2]1[C:4]([CH3:6])([CH3:5])[C:11]2[C:10](=[CH:9][CH:8]=[C:7]([OH:13])[CH:12]=2)[CH2:3]1. Procedure: 90 g of 2,3-dimethyl-1,3-butadiene, stabilized with 0.2 g of phenothiazine, were added dropwise over the course of 7 hours to a solution of 94 g of phenol, 13 g of 85% strength phosphoric acid and 1 ml of water in 240 ml of xylene at 110° C. To complete the reaction, stirring was continued overnight at 110° C. The acid phase was separated off and extracted by shaking with toluene. The combined organic phases were washed until neutral. Fractional distillation gave 72 g of 2,3,3-trimethyl-5-hydrox... As a reaction SMILES: [CH2:1]([CH3:2])[C:3]([CH2:4][CH3:5])([c:6]1[cH:7][c:8]([CH3:20])[c:9]([O:12][CH2:13][C:14]([CH2:15][CH3:16])([OH:17])[CH2:18][CH3:19])[cH:10][cH:11]1)[c:21]1[cH:22][c:23]([CH3:29])[c:24]([C:26](=[O:27])[OH:28])[s:25]1.[CH3:31][O:32][C:33]([CH2:34][NH2:35])=[O:36].[ClH:30].[O:37]=[CH:38][N:39]([CH3:40])[CH3:41]>>[CH2:1]([CH3:2])[C:3]([CH2:4][CH3:5])([c:6]1[cH:7][c:8]([CH3:20])[c:9]([O:12][CH2:13][C:14]([CH2:15][CH3:16])([OH:17])[CH2:18][CH3:19])[cH:10][cH:11]1)[c:21]1[cH:22][c:23]([CH3:29])[c:24]([C:26](=[O:28])[NH:35][CH2:34][C:33]([O:32][CH3:31])=[O:36])[s:25]1. Yields the product CCC(O)(CC)COc1ccc(C(CC)(CC)c2cc(C)c(C(=O)NCC(=O)OC)s2)cc1C. Starting materials: CCC(O)(CC)COc1ccc(C(CC)(CC)c2cc(C)c(C(=O)O)s2)cc1C, COC(=O)CN, Cl, CN(C)C=O.